This data is from the Open Reaction Database (ORD), a public repository of structured organic reaction records. The task is: describe an organic reaction: reactants, conditions, products, and yield The reactants are COc1cc2c(Oc3ccc4[nH]cc(C)c4c3)ncnc2cc1OCC1CO1, CC(C)N, CN(C)C=O. Yields the product COc1cc2c(Oc3ccc4[nH]cc(C)c4c3)ncnc2cc1OCC(O)CNC(C)C. Reaction SMILES: [CH3:1][O:2][c:3]1[cH:4][c:5]2[c:6]([O:18][c:19]3[cH:20][c:21]4[c:22]([CH3:28])[cH:23][nH:24][c:25]4[cH:26][cH:27]3)[n:7][cH:8][n:9][c:10]2[cH:11][c:12]1[O:13][CH2:14][CH:15]1[O:16][CH2:17]1.[CH3:29][CH:30]([CH3:31])[NH2:32].[O:33]=[CH:34][N:35]([CH3:36])[CH3:37]>>[CH3:1][O:2][c:3]1[cH:4][c:5]2[c:6]([O:18][c:19]3[cH:20][c:21]4[c:22]([CH3:28])[cH:23][nH:24][c:25]4[cH:26][cH:27]3)[n:7][cH:8][n:9][c:10]2[cH:11][c:12]1[O:13][CH2:14][CH:15]([OH:16])[CH2:17][NH:32][CH:30]([CH3:29])[CH3:31]. The product is COC(=O)C1(CNC(=O)OCc2ccccc2)CCN(C(=O)OC(C)(C)C)CC1. Reaction SMILES: [CH:20]([N:21]([CH2:22][CH3:23])[CH:24]([CH3:25])[CH3:26])([CH3:27])[CH3:28].[Cl:29][C:30](=[O:31])[O:32][CH2:33][c:34]1[cH:35][cH:36][cH:37][cH:38][cH:39]1.[Cl:40][CH2:41][Cl:42].[NH2:1][CH2:2][C:3]1([C:16](=[O:17])[O:18][CH3:19])[CH2:4][CH2:5][N:6]([C:9](=[O:10])[O:11][C:12]([CH3:13])([CH3:14])[CH3:15])[CH2:7][CH2:8]1>>[NH:1]([CH2:2][C:3]1([C:16](=[O:17])[O:18][CH3:19])[CH2:4][CH2:5][N:6]([C:9](=[O:10])[O:11][C:12]([CH3:13])([CH3:14])[CH3:15])[CH2:7][CH2:8]1)[C:30](=[O:31])[O:32][CH2:33][c:34]1[cH:35][cH:36][cH:37][cH:38][cH:39]1. Starting materials: CCN(C(C)C)C(C)C, O=C(Cl)OCc1ccccc1, ClCCl, COC(=O)C1(CN)CCN(C(=O)OC(C)(C)C)CC1. Starting materials: BrCc1ccccc1, CC(C)(C)O, CC(C)(C)[O-], COc1cc2c(c(Cl)c1Cl)C(=O)C(C)C2, [K+], O, c1ccccc1. The product is COc1cc2c(c(Cl)c1Cl)C(=O)C(C)(Cc1ccccc1)C2. RXN SMILES: [Br:22][CH2:23][c:24]1[cH:25][cH:26][cH:27][cH:28][cH:29]1.[C:31]([OH:32])([CH3:33])([CH3:34])[CH3:35].[CH3:1][C:2]([CH3:3])([O-:4])[CH3:5].[CH3:7][CH:8]1[C:9](=[O:21])[c:10]2[c:11]([Cl:20])[c:12]([Cl:19])[c:13]([O:17][CH3:18])[cH:14][c:15]2[CH2:16]1.[K+:6].[OH2:30].[cH:36]1[cH:37][cH:38][cH:39][cH:40][cH:41]1>>[CH3:7][C:8]1([CH2:23][c:24]2[cH:25][cH:26][cH:27][cH:28][cH:29]2)[C:9](=[O:21])[c:10]2[c:11]([Cl:20])[c:12]([Cl:19])[c:13]([O:17][CH3:18])[cH:14][c:15]2[CH2:16]1. Reactants: C, CCOC(=O)CCN1CCc2ccc([N+](=O)[O-])cc2C1, CCO, [H][H], [Pd]. The product is CCOC(=O)CCN1CCc2ccc(N)cc2C1. Reaction SMILES: [C:26].[CH2:1]([CH3:2])[O:3][C:4](=[O:5])[CH2:6][CH2:7][N:8]1[CH2:9][c:10]2[cH:11][c:12]([N+:18]([O-:19])=[O:20])[cH:13][cH:14][c:15]2[CH2:16][CH2:17]1.[CH3:21][CH2:22][OH:23].[H:24][H:25].[Pd:27]>>[CH2:1]([CH3:2])[O:3][C:4](=[O:5])[CH2:6][CH2:7][N:8]1[CH2:9][c:10]2[cH:11][c:12]([NH2:18])[cH:13][cH:14][c:15]2[CH2:16][CH2:17]1. Reactants: C(C1=CC=CC=C1)OC(=O)ON1C(CCC1=O)=O (N-(Benzyloxycarbonyloxy) succinimide), N[C@@H](CCO)C(=O)O (L-homoserine), C([O-])(O)=O.[Na+] (sodium bicarbonate). Solvent: O (water), CC(=O)C (acetone). Run at time 8 hour. The product is C1(=CC=CC=C1)COC(=O)N[C@@H](CCO)C(=O)O (N-[(Phenylmethoxy)carbonyl]-L-homoserine). As a reaction SMILES: [CH2:1]([O:8][C:9]([O:11]N1C(=O)CCC1=O)=O)[C:2]1[CH:7]=[CH:6][CH:5]=[CH:4][CH:3]=1.[NH2:19][C@H:20]([C:24]([OH:26])=[O:25])[CH2:21][CH2:22][OH:23].C(=O)(O)[O-].[Na+]>O.CC(C)=O>[C:2]1([CH2:1][O:8][C:9]([NH:19][C@H:20]([C:24]([OH:26])=[O:25])[CH2:21][CH2:22][OH:23])=[O:11])[CH:3]=[CH:4][CH:5]=[CH:6][CH:7]=1 |f:2.3|. Procedure: N-(Benzyloxycarbonyloxy) succinimide (23.57 g., 94.58 mmol.) was added to a solution of L-homoserine (10.24 g., 85.98 mmol.) and sodium bicarbonate (7.95 g., 94.58 mmol., 1.1 eq.) in a mixture of water (100 ml.) and acetone (100 ml.). The mixture was stirred at room temperature overnight. The acetone was removed under reduced pressure (rotovap) and the aqueous solution was washed with methylene chloride (2×75 ml.). The aqueous layer was then acidified to pH 2 by addition of 6N hydrochloric acid ... Reactants: NC1=NC(=NN1C1=CC=CC=C1)SCC1=CC=CC=C1 (5-Amino-3-benzylthio-1-phenyl-1,2,4-triazole), C(C)(=O)OC(C)=O (acetic anhydride). Solvent: C(=O)O (formic acid). Product: C(C1=CC=CC=C1)SC1=NN(C(=N1)NC=O)C1=CC=CC=C1 (3-Benzylthio-5-formylamino-1-phenyl-1,2,4-triazole). Reaction SMILES: [NH2:1][C:2]1[N:6]([C:7]2[CH:12]=[CH:11][CH:10]=[CH:9][CH:8]=2)[N:5]=[C:4]([S:13][CH2:14][C:15]2[CH:20]=[CH:19][CH:18]=[CH:17][CH:16]=2)[N:3]=1.[C:21](OC(=O)C)(=[O:23])C>C(O)=O>[CH2:14]([S:13][C:4]1[N:3]=[C:2]([NH:1][CH:21]=[O:23])[N:6]([C:7]2[CH:8]=[CH:9][CH:10]=[CH:11][CH:12]=2)[N:5]=1)[C:15]1[CH:16]=[CH:17][CH:18]=[CH:19][CH:20]=1. Procedure: 5-Amino-3-benzylthio-1-phenyl-1,2,4-triazole (45 g) was suspended in acetic anhydride (31 ml) and formic acid (16.09 ml), and the mixture was stirred for 1 hour at 80° C. The solvents were then removed, and the residue was recrystallised from ethyl acetate to give 35.4 g of the desired product, mp 94° C. The reactants are C=CC[Si](CCCl)(c1ccc(F)cc1)c1ccc(F)cc1, C=CC[Si](c1ccc(F)cc1)(c1ccc(F)cc1)C(C)Cl, CN(C)C=O, [H-], [Na+], O, c1nc[nH]n1. The product is C=CC[Si](c1ccc(F)cc1)(c1ccc(F)cc1)C(C)n1cncn1. RXN SMILES: [CH2:29]([Si:30]([c:31]1[cH:32][cH:33][c:34]([F:35])[cH:36][cH:37]1)([c:38]1[cH:39][cH:40][c:41]([F:42])[cH:43][cH:44]1)[CH2:45][CH2:46][Cl:47])[CH:48]=[CH2:49].[CH2:8]([CH:9]=[CH2:10])[Si:11]([CH:12]([CH3:13])[Cl:14])([c:15]1[cH:16][cH:17][c:18]([F:21])[cH:19][cH:20]1)[c:22]1[cH:23][cH:24][c:25]([F:28])[cH:26][cH:27]1.[CH3:50][N:51]([CH3:52])[CH:53]=[O:54].[H-:1].[Na+:2].[OH2:55].[nH:3]1[n:4][cH:5][n:6][cH:7]1>>[n:3]1([CH:12]([Si:11]([CH2:8][CH:9]=[CH2:10])([c:15]2[cH:16][cH:17][c:18]([F:21])[cH:19][cH:20]2)[c:22]2[cH:23][cH:24][c:25]([F:28])[cH:26][cH:27]2)[CH3:13])[n:4][cH:5][n:6][cH:7]1. The reactants are BrCCCc1ccccc1, [Li]CCCC, C1CCOC1, [H-], [Na+], COC(=O)C1CCCC1=O, O. Product: COC(=O)C1CCC(=CCCc2ccccc2)C1=O. Reaction SMILES: [Br:18][CH2:19][CH2:20][CH2:21][c:22]1[cH:23][cH:24][cH:25][cH:26][cH:27]1.[CH2:13]([Li:14])[CH2:15][CH2:16][CH3:17].[CH2:28]1[O:29][CH2:30][CH2:31][CH2:32]1.[H-:2].[Na+:1].[O:3]=[C:4]1[CH:5]([C:9](=[O:10])[O:11][CH3:12])[CH2:6][CH2:7][CH2:8]1.[OH2:33]>>[O:3]=[C:4]1[CH:5]([C:9](=[O:10])[O:11][CH3:12])[CH2:6][CH2:7][C:8]1=[CH:19][CH2:20][CH2:21][c:22]1[cH:23][cH:24][cH:25][cH:26][cH:27]1. Starting materials: C(#N)C1=C(C(=O)C(=C(C1=O)Cl)Cl)C#N (DDQ), CC1=CC=C(C=O)C=C1 (4-methylbenzaldehyde), C1(=CC=CC=C1)C1=NNC(=C1)N (3-phenyl-1H-pyrazol-5-amine), O=C(CC(=O)OC)C (methyl 3-oxobutanoate). Reagents/catalysts: N1CCCCC1 (piperidine). Solvent: C1CCOC1 (THF), CCCCCCC (heptane). Conditions: time 1 hour. The product is CC1=NC=2N(C(=C1C(=O)OC)C1=CC=C(C=C1)C)N=C(C2)C2=CC=CC=C2 (Methyl 5-methyl-2-phenyl-7-p-tolylpyrazolo[1,5-a]pyrimidine-6-carboxylate). The yield is 64.4%. As a reaction SMILES: [CH3:1][C:2]1[CH:9]=[CH:8][C:5]([CH:6]=O)=[CH:4][CH:3]=1.[C:10]1([C:16]2[CH:20]=[C:19]([NH2:21])[NH:18][N:17]=2)[CH:15]=[CH:14][CH:13]=[CH:12][CH:11]=1.O=[C:23]([CH3:29])[CH2:24][C:25]([O:27][CH3:28])=[O:26].C(C1C(=O)C(Cl)=C(Cl)C(=O)C=1C#N)#N>C1COCC1.CCCCCCC.N1CCCCC1>[CH3:29][C:23]1[C:24]([C:25]([O:27][CH3:28])=[O:26])=[C:6]([C:5]2[CH:8]=[CH:9][C:2]([CH3:1])=[CH:3][CH:4]=2)[N:18]2[N:17]=[C:16]([C:10]3[CH:11]=[CH:12][CH:13]=[CH:14][CH:15]=3)[CH:20]=[C:19]2[N:21]=1. Procedure details: To a stirred solution of 4-methylbenzaldehyde (1.2 g, 9.99 mmol), 3-phenyl-1H-pyrazol-5-amine (1.6 g, 9.99 mmol), and methyl 3-oxobutanoate (1.3 g, 10.99 mmol) in THF (80 mL) and heptane (20 mL) was added piperidine (30 mL, 0.303 mmol). The reaction mixture was heated at reflux for 20 h. The solvent was evaporated and the crude material was dissolved in CH2Cl2. DDQ (2041 mg, 8.99 mmol) was added and the mixture was stirred at room temperature for 1 h. The solvent was evaporated. Purification by ... Starting materials: isoflavone glycosides, C1=CC(=CC=C1C2=COC=3C=C(C=CC3C2=O)O[C@H]4[C@@H]([C@H]([C@@H]([C@H](O4)CO)O)O)O)O (daidzin), C1=CC(=CC=C1C2=COC=3C=C(C=C(C3C2=O)O)O[C@H]4[C@@H]([C@H]([C@@H]([C@H](O4)CO)O)O)O)O (genistin). The solvent is C(C)(=O)[O-].[Na+] (sodium acetate). The product is C1=CC(=CC=C1C2=COC=3C=C(C=CC3C2=O)O[C@H]4[C@@H]([C@H]([C@@H]([C@H](O4)CO)O)O)O)O (daidzin), C1=CC(=CC=C1C2=COC=3C=C(C=C(C3C2=O)O)O[C@H]4[C@@H]([C@H]([C@@H]([C@H](O4)CO)O)O)O)O (genistin), C1=CC(=CC=C1C2=COC=3C=C(C=CC3C2=O)O)O (daidzein), C1=CC(=CC=C1C2=COC=3C=C(C=C(C3C2=O)O)O)O (genistein). RXN SMILES: [CH:1]1[C:6]([C:7]2[C:16](=[O:17])[C:15]3[CH:14]=[CH:13][C:12]([O:18][C@@H:19]4[O:24][C@H:23]([CH2:25][OH:26])[C@@H:22]([OH:27])[C@H:21]([OH:28])[C@H:20]4[OH:29])=[CH:11][C:10]=3[O:9][CH:8]=2)=[CH:5][CH:4]=[C:3]([OH:30])[CH:2]=1.[CH:31]1[C:36]([C:37]2[C:46](=[O:47])[C:45]3[C:44]([OH:48])=[CH:43][C:42]([O:49][C@@H:50]4[O:55][C@H:54]([CH2:56][OH:57])[C@@H:53]([OH:58])[C@H:52]([OH:59])[C@H:51]4[OH:60])=[CH:41][C:40]=3[O:39][CH:38]=2)=[CH:35][CH:34]=[C:33]([OH:61])[CH:32]=1>C([O-])(=O)C.[Na+]>[CH:5]1[C:6]([C:7]2[C:16](=[O:17])[C:15]3[CH:14]=[CH:13][C:12]([O:18][C@@H:19]4[O:24][C@H:23]([CH2:25][OH:26])[C@@H:22]([OH:27])[C@H:21]([OH:28])[C@H:20]4[OH:29])=[CH:11][C:10]=3[O:9][CH:8]=2)=[CH:1][CH:2]=[C:3]([OH:30])[CH:4]=1.[CH:35]1[C:36]([C:37]2[C:46](=[O:47])[C:45]3[C:44]([OH:48])=[CH:43][C:42]([O:49][C@@H:50]4[O:55][C@H:54]([CH2:56][OH:57])[C@@H:53]([OH:58])[C@H:52]([OH:59])[C@H:51]4[OH:60])=[CH:41][C:40]=3[O:39][CH:38]=2)=[CH:31][CH:32]=[C:33]([OH:61])[CH:34]=1.[CH:5]1[C:6]([C:7]2[C:16](=[O:17])[C:15]3[CH:14]=[CH:13][C:12]([OH:18])=[CH:11][C:10]=3[O:9][CH:8]=2)=[CH:1][CH:2]=[C:3]([OH:30])[CH:4]=1.[CH:1]1[C:6]([C:7]2[C:16](=[O:17])[C:15]3[C:14]([OH:39])=[CH:13][C:12]([OH:18])=[CH:11][C:10]=3[O:9][CH:8]=2)=[CH:5][CH:4]=[C:3]([OH:30])[CH:2]=1 |f:2.3|. Procedure details: The digestive juice can be used as-is, or in a purified form. The efficiency of Helix pomatia digestive juice to hydrolyze isoflavone glycosides was established by incubating in vitro 100 μg each of daidzin and genistin with 0.1 mL of Helix pomatia digestive juice suspended in 10 mL of 0.05M sodium acetate buffer, pH 4.5 at 37° C. Before adding the enzyme/buffer mixture, it was passed through a solid-phase C18 Bond Elut cartridge to remove residual amounts of isoflavones that we have previously ...